From a dataset of the Open Reaction Database (ORD), a public repository of structured organic reaction records. describe an organic reaction: reactants, conditions, products, and yield Starting materials: O=C([O-])[O-], CCc1nc2ccccc2[nH]1, Cn1c(CN2CC3CC2CN3C(C)(C)CO)nc2c(N3CCOCC3)nc(Cl)nc21, [Cs+], [Cs+], CN(C)C=O, O=C(C=Cc1ccccc1)C=Cc1ccccc1, O=C(C=Cc1ccccc1)C=Cc1ccccc1, O=C(C=Cc1ccccc1)C=Cc1ccccc1, [Pd], [Pd]. Product: CCc1nc2ccccc2n1-c1nc(N2CCOCC2)c2nc(CN3CC4CC3CN4C(C)(C)CO)n(C)c2n1. As a reaction SMILES: [C:42](=[O:43])([O-:44])[O-:45].[CH2:31]([CH3:32])[c:33]1[n:34][c:35]2[c:36]([nH:37]1)[cH:38][cH:39][cH:40][cH:41]2.[Cl:1][c:2]1[n:3][c:4]([N:25]2[CH2:26][CH2:27][O:28][CH2:29][CH2:30]2)[c:5]2[n:6][c:7]([CH2:12][N:13]3[CH:14]4[CH2:15][N:16]([C:20]([CH2:21][OH:22])([CH3:23])[CH3:24])[CH:17]([CH2:18]3)[CH2:19]4)[n:8]([CH3:11])[c:9]2[n:10]1.[Cs+:46].[Cs+:47].[O:48]=[CH:49][N:50]([CH3:51])[CH3:52].[O:55]=[C:56]([CH:57]=[CH:58][c:59]1[cH:60][cH:61][cH:62][cH:63][cH:64]1)[CH:65]=[CH:66][c:67]1[cH:68][cH:69][cH:70][cH:71][cH:72]1.[O:73]=[C:74]([CH:75]=[CH:76][c:77]1[cH:78][cH:79][cH:80][cH:81][cH:82]1)[CH:83]=[CH:84][c:85]1[cH:86][cH:87][cH:88][cH:89][cH:90]1.[O:91]=[C:92]([CH:93]=[CH:94][c:95]1[cH:96][cH:97][cH:98][cH:99][cH:100]1)[CH:101]=[CH:102][c:103]1[cH:104][cH:105][cH:106][cH:107][cH:108]1.[Pd:53].[Pd:54]>>[c:2]1(-[n:34]2[c:33]([CH2:31][CH3:32])[n:37][c:36]3[c:35]2[cH:41][cH:40][cH:39][cH:38]3)[n:3][c:4]([N:25]2[CH2:26][CH2:27][O:28][CH2:29][CH2:30]2)[c:5]2[n:6][c:7]([CH2:12][N:13]3[CH:14]4[CH2:15][N:16]([C:20]([CH2:21][OH:22])([CH3:23])[CH3:24])[CH:17]([CH2:18]3)[CH2:19]4)[n:8]([CH3:11])[c:9]2[n:10]1. Yields the product C(C)(C)N1C2=C(NC([C@@H]1C)=O)C=C(C=N2)C(=O)OC ((S)-methyl 4-isopropyl-3-methyl-2-oxo-1,2,3,4-tetrahydropyrido[3,2-b]pyrazine-7-carboxylate). Run at time 6 hour. The reactants are C(C)OC([C@H](C)N(C1=NC=C(C(=O)OC)C=C1[N+](=O)[O-])C(C)C)=O ((S)-methyl 6-((1-ethoxy-1-oxopropan-2-yl)(isopropyl)amino)-5-nitronicotinate), P(OC1=CC=CC=C1)(OC1=CC=CC=C1)OC1=CC=CC=C1 (triphenyl phosphite). RXN SMILES: C([O:3][C:4](=O)[C@@H:5]([N:7]([CH:21]([CH3:23])[CH3:22])[C:8]1[C:17]([N+:18]([O-])=O)=[CH:16][C:11]([C:12]([O:14][CH3:15])=[O:13])=[CH:10][N:9]=1)[CH3:6])C.P(OC1C=CC=CC=1)(OC1C=CC=CC=1)OC1C=CC=CC=1>ClCCl.[NH4+].[O-][V](=O)=O.[Pt]>[CH:21]([N:7]1[C@@H:5]([CH3:6])[C:4](=[O:3])[NH:18][C:17]2[CH:16]=[C:11]([C:12]([O:14][CH3:15])=[O:13])[CH:10]=[N:9][C:8]1=2)([CH3:23])[CH3:22] |f:3.4|. Yield: 94.3%. The reagents and catalysts are [NH4+].[O-][V](=O)=O (ammonium metavanadate), [Pt] (Pt/C). Solvent: ClCCl (dichloromethane). Reported procedure: (S)-methyl 6-((1-ethoxy-1-oxopropan-2-yl)(isopropyl)amino)-5-nitronicotinate (0.900 g, 2.65 mmol) was dissolved in dichloromethane (10 mL). To this solution was added triphenyl phosphite (3.0 mg, 9.7 umol), ammonium metavanadate (30 mg, 0.265 mmol) and Pt/C (5% wt., 0.120 g). The reaction mixture was hydrogenated at 80 psi at 25° C. for 6 h. The mixture was filtered through a small pad of celite and the pad was washed with dichloromethane (20 mL). The combined filtrates were concentrated in vacu... Reactants: CO, [Na+], [OH-], COC(=O)c1cccc(CO)c1. Yields the product O=C(O)c1cccc(CO)c1. As a reaction SMILES: [CH3:15][OH:16].[Na+:14].[OH-:13].[OH:1][CH2:2][c:3]1[cH:4][c:5]([C:6](=[O:7])[O:8][CH3:9])[cH:10][cH:11][cH:12]1>>[OH:1][CH2:2][c:3]1[cH:4][c:5]([C:6](=[O:7])[OH:8])[cH:10][cH:11][cH:12]1. Reactants: CC(C)(C)ON=C(c1cc(C#N)ccc1O)c1ncccc1O, CCO, [K+], [Na+], [OH-], OO, O=S(=O)([O-])O. The product is CC(C)(C)ON=C(c1cc(C(N)=O)ccc1O)c1ncccc1O. As a reaction SMILES: [C:1]([CH3:2])([CH3:3])([CH3:4])[O:5][N:6]=[C:7]([c:8]1[c:9]([OH:16])[cH:10][cH:11][c:12]([C:14]#[N:15])[cH:13]1)[c:17]1[n:18][cH:19][cH:20][cH:21][c:22]1[OH:23].[CH3:34][CH2:35][OH:36].[K+:33].[Na+:25].[OH-:24].[OH:26][OH:27].[S:28](=[O:29])([O-:30])([OH:31])=[O:32]>>[C:1]([CH3:2])([CH3:3])([CH3:4])[O:5][N:6]=[C:7]([c:8]1[c:9]([OH:16])[cH:10][cH:11][c:12]([C:14]([NH2:15])=[O:29])[cH:13]1)[c:17]1[n:18][cH:19][cH:20][cH:21][c:22]1[OH:23]. Starting materials: COC(=O)C1=C(C=C(CC1(C)C)OCC)C (2,6,6-trimethyl-4-ethoxy-1,3-cyclohexadien-1-carboxylic acid methyl ester), C(CO)O (ethylene glycol), C1(=CC=C(C=C1)S(=O)(=O)O)C (p-toluene sulfonic acid). The solvent is C1=CC=CC=C1 (benzene). Product: COC(=O)C1=C(CC2(OCCO2)CC1(C)C)C (7,9,9-Trimethyl-1,4-Dioxaspiro[4,5]dec-7-en-8-Carboxylic Acid Methyl Ester). As a reaction SMILES: [CH3:1][O:2][C:3]([C:5]1[C:10]([CH3:12])([CH3:11])[CH2:9][C:8]([O:13][CH2:14][CH3:15])=[CH:7][C:6]=1[CH3:16])=[O:4].C(O)C[OH:19].C1(C)C=CC(S(O)(=O)=O)=CC=1>C1C=CC=CC=1>[CH3:1][O:2][C:3]([C:5]1[C:10]([CH3:12])([CH3:11])[CH2:9][C:8]2([O:19][CH2:15][CH2:14][O:13]2)[CH2:7][C:6]=1[CH3:16])=[O:4]. Reported procedure: 670 g. of crude 2,6,6-trimethyl-4-ethoxy-1,3-cyclohexadien-1-carboxylic acid methyl ester and 185 g. of ethylene glycol were heated in 3 l. of benzene in the presence of 3 g. of p-toluene sulfonic acid. The reaction was stopped after 1.5 l. of benzene had distilled over. The cold solution was washed with sodium bicarbonate solution and water, dried, and evaporated. The remaining oil was dissolved in 1 l. of petroleum ether and crystallized at -10°. A yield of 320 g. (m.p. 67°-69°) was obtained a... The reactants are C(C1=CC=CC=C1)O[C@@H](C(=O)C1=CC(=C(C=C1)Cl)CC1=CC=C(C=C1)OCC)[C@H]([C@@H](C(COCC1=CC=CC=C1)=O)OCC1=CC=CC=C1)OCC1=CC=CC=C1 ((2R,3R,4S)-2,3,4,6-tetrakis(benzyloxy)-1-(4-chloro-3-(4-ethoxybenzyl)phenyl)hexane-1,5-dione), N (ammonia), C(#N)[BH3-].[Na+] (sodium cyanoborohydride). Solvent: CO (MeOH), ClCCl (dichloromethane). Yields the product C(C1=CC=CC=C1)O[C@@H]1C(NC([C@@H]([C@H]1OCC1=CC=CC=C1)OCC1=CC=CC=C1)C1=CC(=C(C=C1)Cl)CC1=CC=C(C=C1)OCC)COCC1=CC=CC=C1 ((3R,4R,5S)-3,4,5-tris(benzyloxy)-2-(benzyloxymethyl)-6-(4-chloro-3-(4-ethoxybenzyl)phenyl)piperidine). The yield is 35.4%. RXN SMILES: [CH2:1]([O:8][C@H:9]([C@@H:29]([O:50][CH2:51][C:52]1[CH:57]=[CH:56][CH:55]=[CH:54][CH:53]=1)[C@H:30]([O:42][CH2:43][C:44]1[CH:49]=[CH:48][CH:47]=[CH:46][CH:45]=1)[C:31](=O)[CH2:32][O:33][CH2:34][C:35]1[CH:40]=[CH:39][CH:38]=[CH:37][CH:36]=1)[C:10]([C:12]1[CH:17]=[CH:16][C:15]([Cl:18])=[C:14]([CH2:19][C:20]2[CH:25]=[CH:24][C:23]([O:26][CH2:27][CH3:28])=[CH:22][CH:21]=2)[CH:13]=1)=O)[C:2]1[CH:7]=[CH:6][CH:5]=[CH:4][CH:3]=1.N.C([BH3-])#[N:60].[Na+]>CO.ClCCl>[CH2:43]([O:42][C@H:30]1[C@H:29]([O:50][CH2:51][C:52]2[CH:53]=[CH:54][CH:55]=[CH:56][CH:57]=2)[C@@H:9]([O:8][CH2:1][C:2]2[CH:3]=[CH:4][CH:5]=[CH:6][CH:7]=2)[CH:10]([C:12]2[CH:17]=[CH:16][C:15]([Cl:18])=[C:14]([CH2:19][C:20]3[CH:21]=[CH:22][C:23]([O:26][CH2:27][CH3:28])=[CH:24][CH:25]=3)[CH:13]=2)[NH:60][CH:31]1[CH2:32][O:33][CH2:34][C:35]1[CH:36]=[CH:37][CH:38]=[CH:39][CH:40]=1)[C:44]1[CH:45]=[CH:46][CH:47]=[CH:48][CH:49]=1 |f:2.3|. Reported procedure: A solution of compound from step C (400 mg, 0.5 mmol), 7N ammonia in MeOH (1.0 mL) and freshly activated 4 Å molecular sieves (250 mg) in dichloromethane (20 mL) were refluxed overnight. The reaction mixture was cooled to room temperature, then sodium cyanoborohydride (160 mg, 2.55 mmol) was added and refluxed for additional 2 h. The reaction mixture was filtered, diluted with dichloromethane (20 mL), washed with water, brine, dried (sodium sulfate), and concentrated under reduced pressure. Chro...